Dataset: the Open Reaction Database (ORD), a public repository of structured organic reaction records. Task: describe an organic reaction: reactants, conditions, products, and yield Reported procedure: To a solution of benzylidene-phenyl-amine (0.05 mmol) (prepared by heating neat phenylamine (0.05 mmol) and benzaldehyde (0.05 mmol) at 60° C. for 2 hours) in a 1:1 mixture of THF (250 uL) and methanol (250 uL) was added the above 6-ethynyl-2-furan-2-yl-[1,2,4]triazolo[1,5-a]pyrazin-8-ylamine (11 mg, 0.05 mmol). CuBr (2.2 mg, 0.015 mmol, 30 mol %) was added to the reaction mixture followed by RuCl3 (0.03 mg, 0.0015, 3 mol %) in water (50 μL). The reaction vessel was degassed and heated at 40° C.... The solvent is O (water). Product: O1C(=CC=C1)C1=NN2C(C(=NC(=C2)C#CC(NC2=CC=CC=C2)C2=CC=CC=C2)N)=N1 (2-furan-2-yl-6-(3-phenyl-3-phenylamino-prop-1-ynyl)-[1,2,4]triazolo[1,5-a]pyrazin-8-ylamine). RXN SMILES: [CH:1](=[N:8][C:9]1[CH:14]=[CH:13][CH:12]=[CH:11][CH:10]=1)[C:2]1[CH:7]=[CH:6][CH:5]=[CH:4][CH:3]=1.C1COCC1.CO.[C:22]([C:24]1[N:25]=[C:26]([NH2:38])[C:27]2[N:28]([N:30]=[C:31]([C:33]3[O:34][CH:35]=[CH:36][CH:37]=3)[N:32]=2)[CH:29]=1)#[CH:23]>O>[O:34]1[CH:35]=[CH:36][CH:37]=[C:33]1[C:31]1[N:32]=[C:27]2[C:26]([NH2:38])=[N:25][C:24]([C:22]#[C:23][CH:1]([C:2]3[CH:7]=[CH:6][CH:5]=[CH:4][CH:3]=3)[NH:8][C:9]3[CH:14]=[CH:13][CH:12]=[CH:11][CH:10]=3)=[CH:29][N:28]2[N:30]=1. Reactants: C(C1=CC=CC=C1)=NC1=CC=CC=C1 (benzylidene-phenyl-amine), C1CCOC1 (THF), CO (methanol), C(#C)C=1N=C(C=2N(C1)N=C(N2)C=2OC=CC2)N (6-ethynyl-2-furan-2-yl-[1,2,4]triazolo[1,5-a]pyrazin-8-ylamine), CuBr, RuCl3. Conditions: temperature 40 celsius.